Dataset: the Open Reaction Database (ORD), a public repository of structured organic reaction records. Task: describe an organic reaction: reactants, conditions, products, and yield Starting materials: BrCCBr (1,2-dibromoethane), IC1CN(C1)C(=O)OC(C)(C)C (tert-butyl 3-iodoazetidine-1-carboxylate), O1C(=CC=C1)P(C=1OC=CC1)C=1OC=CC1 (P(2-furyl)3), Cl[Si](C)(C)C (chloro(trimethyl)silane), BrC=1C=CC(=C(C1)C)I (5-bromo-2-iodotoluene). Reagents/catalysts: [Zn] (zinc), C=1C=CC(=CC1)/C=C/C(=O)/C=C/C2=CC=CC=C2.C=1C=CC(=CC1)/C=C/C(=O)/C=C/C2=CC=CC=C2.C=1C=CC(=CC1)/C=C/C(=O)/C=C/C2=CC=CC=C2.[Pd].[Pd] (tris(dibenzylidene acetone)dipalladium (0)). Solvent: C1CCOC1 (THF), C1CCOC1 (THF), C1CCOC1 (THF), O (water), C1CCOC1 (THF). Reaction conditions: temperature 65 celsius, time 3 minute. Yields the product BrC1=CC(=C(C=C1)C1CN(C1)C(=O)OC(C)(C)C)C (tert-butyl 3-(4-bromo-2-methylphenyl)azetidine-1-carboxylate). RXN SMILES: BrCCBr.Cl[Si](C)(C)C.I[CH:11]1[CH2:14][N:13]([C:15]([O:17][C:18]([CH3:21])([CH3:20])[CH3:19])=[O:16])[CH2:12]1.O1C=CC=C1P(C1OC=CC=1)C1OC=CC=1.[Br:38][C:39]1[CH:40]=[CH:41][C:42](I)=[C:43]([CH3:45])[CH:44]=1>C1COCC1.[Zn].C1C=CC(/C=C/C(/C=C/C2C=CC=CC=2)=O)=CC=1.C1C=CC(/C=C/C(/C=C/C2C=CC=CC=2)=O)=CC=1.C1C=CC(/C=C/C(/C=C/C2C=CC=CC=2)=O)=CC=1.[Pd].[Pd].O>[Br:38][C:39]1[CH:40]=[CH:41][C:42]([CH:11]2[CH2:14][N:13]([C:15]([O:17][C:18]([CH3:21])([CH3:20])[CH3:19])=[O:16])[CH2:12]2)=[C:43]([CH3:45])[CH:44]=1 |f:7.8.9.10.11|. Procedure: To a vial with zinc dust (2.77 g, 42.4 mmol) in anhydrous THF (15 mL) under nitrogen was added 1,2-dibromoethane (0.24 mL, 2.83 mmol), then the suspension was stirred at 65° C. for 3 min. After cooling to ambient temperature, chloro(trimethyl)silane (0.36 mL, 2.83 mmol) was added and the mixture was stirred at room temperature for 30 min. Then, a solution of tert-butyl 3-iodoazetidine-1-carboxylate (8.00 g, 28.3 mmol) in THF (10 mL) was added and the mixture was stirred for 45 min. P(2-furyl)3 (...